describe an organic reaction: reactants, conditions, products, and yield From a dataset of the Open Reaction Database (ORD), a public repository of structured organic reaction records. The reactants are [OH-].[Na+] (sodium hydroxide), ClC=1CN=CC2(C3=C(C1)C1=C(CC3)N(C(C1)C2C)C#N)C (10-Chloro-3-cyano-6,12-dimethyl-1,2,3,4,5,6-hexahydro-2,6-methano-9H-pyrrolo[3,2-h][3]benzazocine), C(C)(=O)OCC (ethyl acetate), [H-].[Al+3].[Li+].[H-].[H-].[H-] (lithium aluminum hydride). Solvent: O (water), O (water), O1CCCC1 (tetrahydrofuran). Product: ClC=1CN=CC2(C3=C(C1)C1=C(CC3)N(C(C1)C2C)CC)C (10-Chloro-6,12-dimethyl-3-ethyl-1,2,3,4,5,6-hexahydro-2,6-methano-9H-pyrrolo[3,2-h][3]benzazocine). As a reaction SMILES: [Cl:1][C:2]1[CH2:3][N:4]=[CH:5][C:6]2([CH3:21])[CH:17]([CH3:18])[CH:15]3[CH2:16][C:10]4=[C:11]([N:14]3[C:19]#N)[CH2:12][CH2:13][C:7]2=[C:8]4[CH:9]=1.[H-].[Al+3].[Li+].[H-].[H-].[H-].[C:28](OCC)(=O)C.[OH-].[Na+]>O1CCCC1.O>[Cl:1][C:2]1[CH2:3][N:4]=[CH:5][C:6]2([CH3:21])[CH:17]([CH3:18])[CH:15]3[CH2:16][C:10]4=[C:11]([N:14]3[CH2:19][CH3:28])[CH2:12][CH2:13][C:7]2=[C:8]4[CH:9]=1 |f:1.2.3.4.5.6,8.9|. Reported procedure: 10-Chloro-3-cyano-6,12-dimethyl-1,2,3,4,5,6-hexahydro-2,6-methano-9H-pyrrolo[3,2-h][3]benzazocine (6.41 g) was dissolved in 300 ml of tetrahydrofuran, and with stirring, 4.06 g of lithium aluminum hydride was added, under nitrogen. The suspension was heated at reflux for 2 hr and ethyl acetate was added dropwise. To the mixture was added water, 15% aqueous sodium hydroxide solution, and water. The suspension was filtered, and the filtrate was concentrated. The residue was triturated with ether. ... The reactants are C=CCBr, CO, CC12CCC(CC1=NO)C2(C)C, [Na]. The product is C=CCON=C1CC2CCC1(C)C2(C)C. As a reaction SMILES: [CH2:14]([CH:15]=[CH2:16])[Br:17].[CH3:18][OH:19].[CH3:2][C:3]12[C:4](=[N:12][OH:13])[CH2:5][CH:6]([CH2:7][CH2:8]1)[C:9]2([CH3:10])[CH3:11].[Na:1]>>[CH3:2][C:3]12[C:4](=[N:12][O:13][CH2:16][CH:15]=[CH2:14])[CH2:5][CH:6]([CH2:7][CH2:8]1)[C:9]2([CH3:10])[CH3:11]. Reactants: CC(=O)Oc1ccc(C(=O)Nc2cc(-c3ccccc3)ccc2C(=O)OC(C)(C)C)c(OCc2ccccc2)c1, CCOC(C)=O, [Na+], C1COCCO1, [OH-], O=C(O)CC(O)(CC(=O)O)C(=O)O. Product: CC(C)(C)OC(=O)c1ccc(-c2ccccc2)cc1NC(=O)c1ccc(O)cc1OCc1ccccc1. Reaction SMILES: [C:9](=[O:10])([CH3:11])[O:12][c:13]1[cH:14][c:15]([O:41][CH2:42][c:43]2[cH:44][cH:45][cH:46][cH:47][cH:48]2)[c:16]([C:17](=[O:18])[NH:19][c:20]2[c:21]([C:22](=[O:23])[O:24][C:25]([CH3:26])([CH3:27])[CH3:28])[cH:29][cH:30][c:31](-[c:33]3[cH:34][cH:35][cH:36][cH:37][cH:38]3)[cH:32]2)[cH:39][cH:40]1.[CH3:62][CH2:63][O:64][C:65](=[O:66])[CH3:67].[Na+:2].[O:3]1[CH2:4][CH2:5][O:6][CH2:7][CH2:8]1.[OH-:1].[OH:49][C:50]([CH2:51][C:52]([C:53](=[O:54])[OH:55])([CH2:56][C:57](=[O:58])[OH:59])[OH:60])=[O:61]>>[OH:12][c:13]1[cH:14][c:15]([O:41][CH2:42][c:43]2[cH:44][cH:45][cH:46][cH:47][cH:48]2)[c:16]([C:17](=[O:18])[NH:19][c:20]2[c:21]([C:22](=[O:23])[O:24][C:25]([CH3:26])([CH3:27])[CH3:28])[cH:29][cH:30][c:31](-[c:33]3[cH:34][cH:35][cH:36][cH:37][cH:38]3)[cH:32]2)[cH:39][cH:40]1. Starting materials: solution, C(CC)OC(NC1=C(C=C(C=C1)N)C)=O ((4-amino-2-methylphenyl)-carbamic acid propyl ester), solution, O1C(=CC2=C1C=CC=C2)C=O (benzofuran-2-carbaldehyde). The solvent is O1CCCC1 (tetrahydrofuran). Conditions: time 60 minute. Yields the product C(CC)OC(NC1=C(C=C(C=C1)NCC=1OC2=C(C1)C=CC=C2)C)=O ({4-[(Benzofuran-2-ylmethyl)-amino]-2-methylphenyl}-carbamic acid propyl ester). The yield is 43.0%. As a reaction SMILES: [CH2:1]([O:4][C:5](=[O:15])[NH:6][C:7]1[CH:12]=[CH:11][C:10]([NH2:13])=[CH:9][C:8]=1[CH3:14])[CH2:2][CH3:3].[O:16]1[C:20]2[CH:21]=[CH:22][CH:23]=[CH:24][C:19]=2[CH:18]=[C:17]1[CH:25]=O>O1CCCC1>[CH2:1]([O:4][C:5](=[O:15])[NH:6][C:7]1[CH:12]=[CH:11][C:10]([NH:13][CH2:25][C:17]2[O:16][C:20]3[CH:21]=[CH:22][CH:23]=[CH:24][C:19]=3[CH:18]=2)=[CH:9][C:8]=1[CH3:14])[CH2:2][CH3:3]. Reported procedure: A mixture of 0.1 M solution of (4-amino-2-methylphenyl)-carbamic acid propyl ester (0.35 mL, 0.035 mmol) and 0.1 M solution of benzofuran-2-carbaldehyde (0.35 mL) in tetrahydrofuran (THF) was kept at 55° C. for 60 minutes. Volatiles were removed in vacuo. To the obtained residue 0.2 M sodium cyanoborohydride (NaBH3CN) (0.5 mL) in methanol and acetic acid (0.03 mL) were added. After sonication for 60 minutes the reaction mixture was evaporated in vacuo and the title compound was separated by prep...